This data is from the Open Reaction Database (ORD), a public repository of structured organic reaction records. The task is: describe an organic reaction: reactants, conditions, products, and yield Starting materials: Cc1cn(COCC[Si](C)(C)C)c2ncc(N)nc12, O=C=NC1CCCCC1, ClCCCl. The product is Cc1cn(COCC[Si](C)(C)C)c2ncc(NC(=O)NC3CCCCC3)nc12. RXN SMILES: [CH3:1][c:2]1[cH:3][n:4]([CH2:12][O:13][CH2:14][CH2:15][Si:16]([CH3:17])([CH3:18])[CH3:19])[c:5]2[n:6][cH:7][c:8]([NH2:11])[n:9][c:10]12.[CH:20]1([N:26]=[C:27]=[O:28])[CH2:21][CH2:22][CH2:23][CH2:24][CH2:25]1.[Cl:29][CH2:30][CH2:31][Cl:32]>>[CH3:1][c:2]1[cH:3][n:4]([CH2:12][O:13][CH2:14][CH2:15][Si:16]([CH3:17])([CH3:18])[CH3:19])[c:5]2[n:6][cH:7][c:8]([NH:11][C:27]([NH:26][CH:20]3[CH2:21][CH2:22][CH2:23][CH2:24][CH2:25]3)=[O:28])[n:9][c:10]12. The reactants are C1CCOC1, CCOC(C)=O, C[Mg+], [Cl-], [Cl-], COc1cc(C=O)ccc1F, [NH4+]. The product is COc1cc(C(C)O)ccc1F. As a reaction SMILES: [CH2:23]1[O:24][CH2:25][CH2:26][CH2:27]1.[CH3:17][CH2:18][O:19][C:20](=[O:21])[CH3:22].[CH3:2][Mg+:3].[Cl-:15].[Cl-:1].[F:4][c:5]1[c:6]([O:13][CH3:14])[cH:7][c:8]([CH:9]=[O:10])[cH:11][cH:12]1.[NH4+:16]>>[F:4][c:5]1[c:6]([O:13][CH3:14])[cH:7][c:8]([CH:9]([OH:10])[CH3:17])[cH:11][cH:12]1. The reactants are CCOC(=O)C=CC1COCCN1C(=O)OC(C)(C)C, CC(C)C[Al+]CC(C)C, Cc1ccccc1, [H-]. The product is CC(C)(C)OC(=O)N1CCOCC1C=CCO. Reaction SMILES: [C:1]([CH3:2])([CH3:3])([CH3:4])[O:5][C:6](=[O:7])[N:8]1[CH:9]([CH:14]=[CH:15][C:16](=[O:17])[O:18][CH2:19][CH3:20])[CH2:10][O:11][CH2:12][CH2:13]1.[CH2:22]([Al+:23][CH2:24][CH:25]([CH3:26])[CH3:27])[CH:28]([CH3:29])[CH3:30].[CH3:31][c:32]1[cH:33][cH:34][cH:35][cH:36][cH:37]1.[H-:21]>>[C:1]([CH3:2])([CH3:3])([CH3:4])[O:5][C:6](=[O:7])[N:8]1[CH:9]([CH:14]=[CH:15][CH2:16][OH:17])[CH2:10][O:11][CH2:12][CH2:13]1. The reactants are CCOC(=O)c1ccc(-c2ccc(OCCC(CC)NC3CC3)c(-c3ccc4c(c3)C(C)(C)CCC4(C)C)c2)cc1, [Na+], C1CCOC1, [OH-]. The product is CCC(CCOc1ccc(-c2ccc(C(=O)O)cc2)cc1-c1ccc2c(c1)C(C)(C)CCC2(C)C)NC1CC1. As a reaction SMILES: [CH:3]1([NH:6][CH:7]([CH2:8][CH2:9][O:10][c:11]2[c:12](-[c:28]3[cH:29][c:30]4[c:35]([cH:36][cH:37]3)[C:34]([CH3:38])([CH3:39])[CH2:33][CH2:32][C:31]4([CH3:40])[CH3:41])[cH:13][c:14](-[c:17]3[cH:18][cH:19][c:20]([C:23](=[O:24])[O:25][CH2:26][CH3:27])[cH:21][cH:22]3)[cH:15][cH:16]2)[CH2:42][CH3:43])[CH2:4][CH2:5]1.[Na+:2].[O:44]1[CH2:45][CH2:46][CH2:47][CH2:48]1.[OH-:1]>>[CH:3]1([NH:6][CH:7]([CH2:8][CH2:9][O:10][c:11]2[c:12](-[c:28]3[cH:29][c:30]4[c:35]([cH:36][cH:37]3)[C:34]([CH3:38])([CH3:39])[CH2:33][CH2:32][C:31]4([CH3:40])[CH3:41])[cH:13][c:14](-[c:17]3[cH:18][cH:19][c:20]([C:23](=[O:24])[OH:25])[cH:21][cH:22]3)[cH:15][cH:16]2)[CH2:42][CH3:43])[CH2:4][CH2:5]1.